From a dataset of the Open Reaction Database (ORD), a public repository of structured organic reaction records. describe an organic reaction: reactants, conditions, products, and yield The reactants are Boc-Puromycin, N(=[N+]=[N-])CCOC1=CC=C(C=C1)C[C@@H](C(=O)N[C@@H]1[C@H](O[C@H]([C@@H]1O)N1C2=NC=NC(=C2N=C1)N(C)C)CO)NC(OC(C)(C)C)=O (tert-Butyl ((S)-3-(4-(2-azidoethoxy)phenyl)-1-(((2S,3S,4R,5R)-5-(6-(dimethylamino)-9H-purin-9-yl)-4-hydroxy-2-(hydroxymethyl)tetrahydrofuran-3-yl)amino)-1-oxopropan-2-yl)carbamate). Run in C(=O)(C(F)(F)F)O (TFA), C(Cl)Cl (CH2Cl2). Conditions: time 30 minute. Yields the product CN(C)C=1C2=C(N=CN1)N(C=N2)[C@H]3[C@@H]([C@@H]([C@H](O3)CO)NC(=O)[C@H](CC=4C=CC(=CC4)OC)N)O (Puromycin), N[C@H](C(=O)N[C@@H]1[C@H](O[C@H]([C@@H]1O)N1C2=NC=NC(=C2N=C1)N(C)C)CO)CC1=CC=C(C=C1)OCCN=[N+]=[N-] ((S)-2-Amino-3-(4-(2-azidoethoxy)phenyl)-N-((2S,3S,4R,5R)-5-(6-(dimethylamino)-9H-purin-9-yl)-4-hydroxy-2(hydroxymethyl)tetrahydrofuran-3-yl)propanamide). The yield is 91.0%. As a reaction SMILES: [N:1]([CH2:4][CH2:5][O:6][C:7]1[CH:12]=[CH:11][C:10]([CH2:13][C@H:14]([NH:38]C(=O)OC(C)(C)C)[C:15]([NH:17][C@H:18]2[C@@H:22]([OH:23])[C@H:21]([N:24]3[CH:32]=[N:31][C:30]4[C:25]3=[N:26][CH:27]=[N:28][C:29]=4[N:33]([CH3:35])[CH3:34])[O:20][C@@H:19]2[CH2:36][OH:37])=[O:16])=[CH:9][CH:8]=1)=[N+:2]=[N-:3]>C(O)(C(F)(F)F)=O.C(Cl)Cl>[CH3:34][N:33]([C:29]1[C:30]2[N:31]=[CH:32][N:24]([C@@H:21]3[O:20][C@H:19]([CH2:36][OH:37])[C@@H:18]([NH:17][C:15]([C@@H:14]([NH2:38])[CH2:13][C:10]4[CH:11]=[CH:12][C:7]([O:6][CH3:5])=[CH:8][CH:9]=4)=[O:16])[C@H:22]3[OH:23])[C:25]=2[N:26]=[CH:27][N:28]=1)[CH3:35].[NH2:38][C@@H:14]([CH2:13][C:10]1[CH:11]=[CH:12][C:7]([O:6][CH2:5][CH2:4][N:1]=[N+:2]=[N-:3])=[CH:8][CH:9]=1)[C:15]([NH:17][C@H:18]1[C@@H:22]([OH:23])[C@H:21]([N:24]2[CH:32]=[N:31][C:30]3[C:25]2=[N:26][CH:27]=[N:28][C:29]=3[N:33]([CH3:35])[CH3:34])[O:20][C@@H:19]1[CH2:36][OH:37])=[O:16]. Procedure: Boc-Puromycin analog 4A (392 mg, 0.63 mmol) was dissolved in a 1:1 TFA (5 mL) and CH2Cl2 (5 mL) mixture and then stirred at room temperature for 30 min. Volatiles were evaporated in vacuo and the residue was dissolved into CH2Cl2. The solution was poured into a suspension of saturated aqueous NaHCO3. The organic layer was dried over Na2SO4 and evaporated to dryness in vacuo. The residue was purified by flash chromatography (SiO2, step-wise gradient from 2-15% MeOH in CH2Cl2) to afford Puromycin ... Starting materials: N1=CC(=CC=C1)N1CC2CNCC(C1)C2 (3-(3-pyridinyl)-3,7-diazabicyclo[3.3.1]nonane), C1(=CC=C(C=C1)S(=O)(=O)O)C (p-toluenesulfonic acid). Product: CC1=CC=C(C=C1)S(=O)(=O)O.CC1=CC=C(C=C1)S(=O)(=O)O.N1=CC(=CC=C1)N1CC2CNCC(C1)C2 (3-(3-pyridinyl)-3,7-diazabicyclo[3.3.1]nonane bis(4-methylbenzenesulfonate)). Yield: 53.0%. Reaction SMILES: [N:1]1[CH:6]=[CH:5][CH:4]=[C:3]([N:7]2[CH2:14][CH:13]3[CH2:15][CH:9]([CH2:10][NH:11][CH2:12]3)[CH2:8]2)[CH:2]=1.[C:16]1([CH3:26])[CH:21]=[CH:20][C:19]([S:22]([OH:25])(=[O:24])=[O:23])=[CH:18][CH:17]=1>>[CH3:26][C:16]1[CH:17]=[CH:18][C:19]([S:22]([OH:25])(=[O:24])=[O:23])=[CH:20][CH:21]=1.[CH3:26][C:16]1[CH:17]=[CH:18][C:19]([S:22]([OH:25])(=[O:24])=[O:23])=[CH:20][CH:21]=1.[N:1]1[CH:6]=[CH:5][CH:4]=[C:3]([N:7]2[CH2:8][CH:9]3[CH2:15][CH:13]([CH2:12][NH:11][CH2:10]3)[CH2:14]2)[CH:2]=1 |f:2.3.4|. Procedure: The product from Example 57A was treated with p-toluenesulfonic acid (2.0 eq) and the obtained solid recrystallized from ethanol/ether to provide the title compound (53% yield). 1H NMR (CD3OD, 300 MHz) δ 2.04 (m, 2H), 2.37 (s, 6H), 2.39 (m, 2H), 3.23 (m, 2H), 3.31 (m, 2H), 3.59 (bd, J=13.24 Hz, 2H), 4.04 (bd, 12.14 Hz, 2H), 7.23 (d, J=8.09 Hz, 4H), 7.67(d, J=8.09 Hz, 4H), 7.88 (dd, J=5.52, 8.83 Hz, 1H), 8.20-8.24(m, 2H), 8.50 (d, J=2.57 Hz, 1H); MS (DCI/NH3) m/z 204 (M+H)+; Anal. calculated for ... The reactants are COC(=O)c1ccc(OCC(=O)OC(C)(C)C)c(F)c1, ClCCl, O=C(O)C(F)(F)F. Yields the product COC(=O)c1ccc(OCC(=O)O)c(F)c1. RXN SMILES: [CH3:1][O:2][C:3]([c:4]1[cH:5][c:6]([F:19])[c:7]([O:10][CH2:11][C:12](=[O:13])[O:14][C:15]([CH3:16])([CH3:17])[CH3:18])[cH:8][cH:9]1)=[O:20].[Cl:28][CH2:29][Cl:30].[OH:21][C:22]([C:23]([F:24])([F:25])[F:26])=[O:27]>>[CH3:1][O:2][C:3]([c:4]1[cH:5][c:6]([F:19])[c:7]([O:10][CH2:11][C:12](=[O:13])[OH:14])[cH:8][cH:9]1)=[O:20]. Reactants: C1CCOC1, [Li]CCCC, CCCCCC, COP(C)(=O)OC, CC(=O)O, COC(=O)COc1ccccc1. The product is COP(=O)(CC(=O)COc1ccccc1)OC. RXN SMILES: [CH2:31]1[O:32][CH2:33][CH2:34][CH2:35]1.[CH2:8]([Li:9])[CH2:10][CH2:11][CH3:12].[CH3:13][CH2:14][CH2:15][CH2:16][CH2:17][CH3:18].[CH3:1][P:2]([O:3][CH3:4])([O:5][CH3:6])=[O:7].[CH3:36][C:37](=[O:38])[OH:39].[O:19]([c:20]1[cH:21][cH:22][cH:23][cH:24][cH:25]1)[CH2:26][C:27](=[O:28])[O:29][CH3:30]>>[CH2:1]([P:2]([O:3][CH3:4])([O:5][CH3:6])=[O:7])[C:27]([CH2:26][O:19][c:20]1[cH:21][cH:22][cH:23][cH:24][cH:25]1)=[O:28]. Reactants: [N+](=O)(O)[O-] (nitric acid), C(=O)C=1C=CC(=C(C(=O)O)C1)O (5-formyl-2-hydroxybenzoic acid), ice water. The solvent is S(O)(O)(=O)=O (sulfuric acid), S(O)(O)(=O)=O (sulfuric acid). Conditions: temperature 0 celsius, time 3 hour. The product is C(=O)C=1C=C(C(=C(C(=O)O)C1)O)[N+](=O)[O-] (5-formyl-2-hydroxy-3-nitrobenzoic acid). The yield is 86.6%. As a reaction SMILES: [CH:1]([C:3]1[CH:4]=[CH:5][C:6]([OH:12])=[C:7]([CH:11]=1)[C:8]([OH:10])=[O:9])=[O:2].[N+:13]([O-])([OH:15])=[O:14]>S(=O)(=O)(O)O>[CH:1]([C:3]1[CH:4]=[C:5]([N+:13]([O-:15])=[O:14])[C:6]([OH:12])=[C:7]([CH:11]=1)[C:8]([OH:10])=[O:9])=[O:2]. Procedure: A solution of 5-formyl-2-hydroxybenzoic acid (2 g, 12.04 mmol) in concentrated sulfuric acid (5 mL) was added a mixture of concentrated nitric acid (1 mL) and concentrated sulfuric acid (1 mL) at 0° C. The resulting suspension was stirred at 0° C. for 3 h, and poured into ice water (30 mL). The solid was collected by filtration, washed with water (30 mL), and dried in vacuo to give Intermediate 55 (2.2 g, yield 86.6%). The reactants are BrC(C(=O)OCC)C(C1=CC2=CC=CC(=C2C=C1)OC)Br (ethyl α,β-dibromo-β-(5-methoxynaphth-2-yl)propionate), [OH-].[K+] (potassium hydroxide). The product is COC1=C2C=CC(=CC2=CC=C1)C#CC(=O)O (5-methoxynaphth-2-yl propiolic acid). RXN SMILES: Br[CH:2]([CH:8](Br)[C:9]1[CH:18]=[CH:17][C:16]2[C:11](=[CH:12][CH:13]=[CH:14][C:15]=2[O:19][CH3:20])[CH:10]=1)[C:3]([O:5]CC)=[O:4].[OH-].[K+]>>[CH3:20][O:19][C:15]1[CH:14]=[CH:13][CH:12]=[C:11]2[C:16]=1[CH:17]=[CH:18][C:9]([C:8]#[C:2][C:3]([OH:5])=[O:4])=[CH:10]2 |f:1.2|. Reported procedure: Powdered ethyl α,β-dibromo-β-(5-methoxynaphth-2-yl)propionate (27.4 g) is added portion-wise to 20% ethanolic potassium hydroxide (135 ml) at room temperature. The mixture is refluxed on a steam bath for 6 hours. The alcohol is evaporated and the residue is dissolved in water and covered with ether and is acidified with cold, dilute hydrochloric acid. The ether layer is washed with water, saline, and dried over sodium sulfate. The ether is removed to give a residue which is triturated with carbo...